From a dataset of the Open Reaction Database (ORD), a public repository of structured organic reaction records. describe an organic reaction: reactants, conditions, products, and yield The reactants are CCN=C=O, O=C(CCCCCl)c1ccc2c(c1)CCNCC2, C1CCOC1, O. Yields the product CCNC(=O)N1CCc2ccc(C(=O)CCCCCl)cc2CC1. As a reaction SMILES: [CH2:1]([CH3:2])[N:3]=[C:4]=[O:5].[Cl:6][CH2:7][CH2:8][CH2:9][CH2:10][C:11](=[O:12])[c:13]1[cH:14][c:15]2[c:16]([cH:22][cH:23]1)[CH2:17][CH2:18][NH:19][CH2:20][CH2:21]2.[O:25]1[CH2:26][CH2:27][CH2:28][CH2:29]1.[OH2:24]>>[CH2:1]([CH3:2])[NH:3][C:4](=[O:5])[N:19]1[CH2:18][CH2:17][c:16]2[c:15]([cH:14][c:13]([C:11]([CH2:10][CH2:9][CH2:8][CH2:7][Cl:6])=[O:12])[cH:23][cH:22]2)[CH2:21][CH2:20]1. The reactants are ClC1=C(C=CC=C1)CC(C(=O)OCC)P(=O)(OCC)OCC (Ethyl 3-(2-chlorophenyl)-2-(diethoxyphosphoryl)propanoate), C=O (formaldehyde), C([O-])([O-])=O.[K+].[K+] (potassium carbonate). The solvent is O (water), O (water). Run at temperature 90 celsius, time 6 hour. Product: ClC1=C(CC(C(=O)OCC)=C)C=CC=C1 (Ethyl 2-(2-chlorobenzyl)acrylate). Yield: 69.8%. RXN SMILES: [Cl:1][C:2]1[CH:7]=[CH:6][CH:5]=[CH:4][C:3]=1[CH2:8][CH:9](P(OCC)(OCC)=O)[C:10]([O:12][CH2:13][CH3:14])=[O:11].C=O.[C:25](=O)([O-])[O-].[K+].[K+]>O>[Cl:1][C:2]1[CH:7]=[CH:6][CH:5]=[CH:4][C:3]=1[CH2:8][C:9](=[CH2:25])[C:10]([O:12][CH2:13][CH3:14])=[O:11] |f:2.3.4|. Procedure details: To a stirred mixture of ethyl 3-(2-chlorophenyl)-2-(diethoxyphosphoryl)propanoate (step 1, 14.6 g, 41.9 mmol) and 37% formaldehyde in water (20 mL) was added a solution of potassium carbonate (17.4 g) in water (80 mL) at the room temperature and the mixture was stirred for 6 h at 90° C. After cooling to room temperature, the mixture was extracted with diethyl ether (300 mL), and then the organic layer washed with brine (100 mL), dried over magnesium sulfate, and evaporated. The residue was purif... The reactants are CCCC[SnH](CCCC)CCCC, C#CCC(C=C)(CCCCl)O[Si](C)(C)C. The product is C=CC(CC=C[Sn](CCCC)(CCCC)CCCC)(CCCCl)O[Si](C)(C)C. RXN SMILES: [CH2:16]([CH2:17][CH2:18][CH3:19])[SnH:20]([CH2:21][CH2:22][CH2:23][CH3:24])[CH2:25][CH2:26][CH2:27][CH3:28].[Cl:1][CH2:2][CH2:3][CH2:4][C:5]([CH2:6][C:7]#[CH:8])([CH:9]=[CH2:10])[O:11][Si:12]([CH3:13])([CH3:14])[CH3:15]>>[Cl:1][CH2:2][CH2:3][CH2:4][C:5]([CH2:6][CH:7]=[CH:8][Sn:20]([CH2:16][CH2:17][CH2:18][CH3:19])([CH2:21][CH2:22][CH2:23][CH3:24])[CH2:25][CH2:26][CH2:27][CH3:28])([CH:9]=[CH2:10])[O:11][Si:12]([CH3:13])([CH3:14])[CH3:15].